This data is from the Open Reaction Database (ORD), a public repository of structured organic reaction records. The task is: describe an organic reaction: reactants, conditions, products, and yield Starting materials: Br, O=C([O-])[O-], C1COCCN1, [K+], [K+], Nc1ncc(Br)s1, CN(C)C=O, O. Yields the product Nc1ncc(N2CCOCC2)s1. As a reaction SMILES: [BrH:1].[C:9](=[O:10])([O-:11])[O-:12].[CH2:15]1[CH2:16][O:17][CH2:18][CH2:19][NH:20]1.[K+:13].[K+:14].[NH2:2][c:3]1[s:4][c:5]([Br:8])[cH:6][n:7]1.[O:22]=[CH:23][N:24]([CH3:25])[CH3:26].[OH2:21]>>[NH2:2][c:3]1[s:4][c:5]([N:20]2[CH2:15][CH2:16][O:17][CH2:18][CH2:19]2)[cH:6][n:7]1. Starting materials: CC(C)O, Cc1ccc(-c2nnc(CC(C)C)o2)cc1-c1cc2cnc(S(C)=O)nc2n(C2CCCC2)c1=O, NC1CCOCC1. The product is Cc1ccc(-c2nnc(CC(C)C)o2)cc1-c1cc2cnc(NC3CCOCC3)nc2n(C2CCCC2)c1=O. RXN SMILES: [CH3:43][CH:44]([OH:45])[CH3:46].[CH:1]1([n:6]2[c:7](=[O:35])[c:8](-[c:19]3[c:20]([CH3:34])[cH:21][cH:22][c:23](-[c:25]4[o:26][c:27]([CH2:30][CH:31]([CH3:32])[CH3:33])[n:28][n:29]4)[cH:24]3)[cH:9][c:10]3[c:11]2[n:12][c:13]([S:16]([CH3:17])=[O:18])[n:14][cH:15]3)[CH2:2][CH2:3][CH2:4][CH2:5]1.[NH2:36][CH:37]1[CH2:38][CH2:39][O:40][CH2:41][CH2:42]1>>[CH:1]1([n:6]2[c:7](=[O:35])[c:8](-[c:19]3[c:20]([CH3:34])[cH:21][cH:22][c:23](-[c:25]4[o:26][c:27]([CH2:30][CH:31]([CH3:32])[CH3:33])[n:28][n:29]4)[cH:24]3)[cH:9][c:10]3[c:11]2[n:12][c:13]([NH:36][CH:37]2[CH2:38][CH2:39][O:40][CH2:41][CH2:42]2)[n:14][cH:15]3)[CH2:2][CH2:3][CH2:4][CH2:5]1. Starting materials: ClC=1C=NC=C(C1SC1=C(C=C(S1)C(=O)Cl)[N+](=O)[O-])Cl (5-[(3,5-dichloro-4-pyridyl)sulfanyl]-4-nitro-thiophene-2-carbonyl chloride), FC(OC1=CC=C(CN)C=C1)(F)F (4-(trifluoromethoxy)-benzylamine). Yields the product ClC=1C=NC=C(C1SC1=C(C=C(S1)C(=O)NCC1=CC=C(C=C1)OC(F)(F)F)[N+](=O)[O-])Cl (5-((3,5-dichloropyridin-4-yl)thio)-4-nitro-N-(4-(trifluoromethoxy)benzyl)thiophene-2-carboxamide), solid. Yield: 30.0%. As a reaction SMILES: [Cl:1][C:2]1[CH:3]=[N:4][CH:5]=[C:6]([Cl:20])[C:7]=1[S:8][C:9]1[S:13][C:12]([C:14](Cl)=[O:15])=[CH:11][C:10]=1[N+:17]([O-:19])=[O:18].[F:21][C:22]([F:33])([F:32])[O:23][C:24]1[CH:31]=[CH:30][C:27]([CH2:28][NH2:29])=[CH:26][CH:25]=1>>[Cl:1][C:2]1[CH:3]=[N:4][CH:5]=[C:6]([Cl:20])[C:7]=1[S:8][C:9]1[S:13][C:12]([C:14]([NH:29][CH2:28][C:27]2[CH:30]=[CH:31][C:24]([O:23][C:22]([F:21])([F:32])[F:33])=[CH:25][CH:26]=2)=[O:15])=[CH:11][C:10]=1[N+:17]([O-:19])=[O:18]. Reported procedure: Prepared according to the procedure described for example 50 from 5-[(3,5-dichloro-4-pyridyl)sulfanyl]-4-nitro-thiophene-2-carbonyl chloride (150 mg, 0.41 mmol) and 4-(trifluoromethoxy)-benzylamine (93 mg, 0.49 mmol). The title compound was obtained as a solid (50 mg, 30% yield). 1H NMR (400 MHz, d6-DMSO) δ: 9.42 (1H, m), 8.98 (2H, s), 8.47 (1H, s), 7.42 (2H, dd), 7.33 (2H, dd), 4.43 (2H, m). MS m/z: 521.98, 523.99 [M+H]+. Reactants: C(C)C1([C@H]2[C@@H]3CC[C@H]([C@@H](CCCC(C)C)C)[C@]3(CC[C@@H]2[C@]2(CC[C@@H](CC2=C1)O)C)C)O (7-Ethyl-7-Hydroxy-cholesterol). The solvent is C1(=CC=CC=C1)C (toluene). The product is C(C)C=1[C@H]2[C@@H]3CC[C@H]([C@@H](CCCC(C)C)C)[C@]3(CC[C@@H]2[C@]2(CCC(C=C2C1)=O)C)C (7-Ethyl-Cholest-4,6-Dien-3-one). Reaction SMILES: [CH2:1]([C:3]1(O)[CH:27]=[C:26]2[C@:21]([CH3:29])([CH2:22][CH2:23][C@H:24]([OH:28])[CH2:25]2)[C@@H:20]2[C@@H:4]1[C@H:5]1[C@:17]([CH3:30])([CH2:18][CH2:19]2)[C@@H:8]([C@H:9]([CH3:16])[CH2:10][CH2:11][CH2:12][CH:13]([CH3:15])[CH3:14])[CH2:7][CH2:6]1)[CH3:2]>C1(C)C=CC=CC=1>[CH2:1]([C:3]1[C@@H:4]2[C@@H:20]([C@:21]3([CH3:29])[C:26]([CH:27]=1)=[CH:25][C:24](=[O:28])[CH2:23][CH2:22]3)[CH2:19][CH2:18][C@@:17]1([CH3:30])[C@H:5]2[CH2:6][CH2:7][C@@H:8]1[C@H:9]([CH3:16])[CH2:10][CH2:11][CH2:12][CH:13]([CH3:15])[CH3:14])[CH3:2]. Procedure: The above Grignard product 2, 5.13 g (11.9 mmol) was dissolved in 50 ml toluene and cyclohexanone and about 40 ml of solvent distilled off under vacuum. To this was added 7.2 g aluminum isopropoxide and the reaction mixture refluxed overnight for 15 hours. The mixture was cooled, diluted with ethyl acetate, washed with sodium potassium tartarate, brine, and the organic layer was concentrated under vacuum and the residue steam distilled. The residue was extracted with ethyl acetate, the ethyl ace... Reactants: CC1CN(Cc2ccccc2)CCC1=O, FC(F)(F)c1ccc(Br)c2occc12. Yields the product CC1CN(Cc2ccccc2)CCC1(O)c1ccc(C(F)(F)F)c2ccoc12. Reaction SMILES: [CH2:15]([c:16]1[cH:17][cH:18][cH:19][cH:20][cH:21]1)[N:22]1[CH2:23][CH:24]([CH3:29])[C:25](=[O:28])[CH2:26][CH2:27]1.[F:1][C:2]([c:3]1[cH:4][cH:5][c:6]([Br:12])[c:7]2[c:8]1[cH:9][cH:10][o:11]2)([F:13])[F:14]>>[F:1][C:2]([c:3]1[cH:4][cH:5][c:6]([C:25]2([OH:28])[CH:24]([CH3:29])[CH2:23][N:22]([CH2:15][c:16]3[cH:17][cH:18][cH:19][cH:20][cH:21]3)[CH2:27][CH2:26]2)[c:7]2[c:8]1[cH:9][cH:10][o:11]2)([F:13])[F:14].